This data is from the Open Reaction Database (ORD), a public repository of structured organic reaction records. The task is: describe an organic reaction: reactants, conditions, products, and yield The reactants are CC(=O)C(C)(C)C, CCO, O=Cc1ccc2c(c1)OCO2, [Na+], [OH-], O. The product is CC(C)(C)C(=O)C=Cc1ccc2c(c1)OCO2. Reaction SMILES: [CH3:1][C:2]([C:3]([CH3:4])([CH3:5])[CH3:6])=[O:7].[CH3:21][CH2:22][OH:23].[CH:8](=[O:9])[c:10]1[cH:11][cH:12][c:13]2[c:17]([cH:18]1)[O:16][CH2:15][O:14]2.[Na+:20].[OH-:19].[OH2:24]>>[CH:1]([C:2]([C:3]([CH3:4])([CH3:5])[CH3:6])=[O:7])=[CH:8][c:10]1[cH:11][cH:12][c:13]2[c:17]([cH:18]1)[O:16][CH2:15][O:14]2.